Dataset: the Open Reaction Database (ORD), a public repository of structured organic reaction records. Task: describe an organic reaction: reactants, conditions, products, and yield Starting materials: C(CCC)OCCl (butoxymethyl chloride), O (water), C([O-])([O-])=O.[K+].[K+] (potassium carbonate), C(C1=CC=CC=C1)N1C=NC=2N(C(NC(C12)=O)=O)C(C)C (7-benzyl-3-isopropylxanthine), C(CCC)OCCl (butoxymethyl chloride). Run in CN(C=O)C (dimethylformamide). Run at time 1 hour. Yields the product C(C1=CC=CC=C1)N1C=NC=2N(C(N(C(C12)=O)COCCCC)=O)C(C)C (7-Benzyl-1-butoxymethyl-3-isopropylxanthine). Reaction SMILES: C(=O)([O-])[O-].[K+].[K+].[CH2:7]([N:14]1[C:22]2[C:21](=[O:23])[NH:20][C:19](=[O:24])[N:18]([CH:25]([CH3:27])[CH3:26])[C:17]=2[N:16]=[CH:15]1)[C:8]1[CH:13]=[CH:12][CH:11]=[CH:10][CH:9]=1.[CH2:28]([O:32][CH2:33]Cl)[CH2:29][CH2:30][CH3:31].O>CN(C)C=O>[CH2:7]([N:14]1[C:22]2[C:21](=[O:23])[N:20]([CH2:33][O:32][CH2:28][CH2:29][CH2:30][CH3:31])[C:19](=[O:24])[N:18]([CH:25]([CH3:27])[CH3:26])[C:17]=2[N:16]=[CH:15]1)[C:8]1[CH:13]=[CH:12][CH:11]=[CH:10][CH:9]=1 |f:0.1.2|. Procedure details: 0.583 g (4.22 mmol) of potassium carbonate was added at 60° C. to a suspension of 0.75 g (2.64 mmol) of 7-benzyl-3-isopropylxanthine from stage a) in 20 ml of dimethylformamide and the mixture was stirred at this temperature for one hour. 0.42 g (3.43 mmol) of butoxymethyl chloride was then added dropwise and the mixture was stirred at 80° C. for 6 hours. A further 0.11 g (0.87 mmol) of butoxymethyl chloride was then added and the mixture was stirred again for 5 hours. 20 ml of water were then a... Reactants: ClCCl, O=C=NS(=O)(=O)c1ccccc1C(=O)OCCCl, COc1nc(C)nc(N)n1. The product is COc1nc(C)nc(NC(=O)NS(=O)(=O)c2ccccc2C(=O)OCCCl)n1. Reaction SMILES: [CH2:29]([Cl:30])[Cl:31].[Cl:11][CH2:12][CH2:13][O:14][C:15](=[O:16])[c:17]1[c:18]([S:23](=[O:24])(=[O:25])[N:26]=[C:27]=[O:28])[cH:19][cH:20][cH:21][cH:22]1.[NH2:1][c:2]1[n:3][c:4]([CH3:10])[n:5][c:6]([O:8][CH3:9])[n:7]1>>[NH:1]([c:2]1[n:3][c:4]([CH3:10])[n:5][c:6]([O:8][CH3:9])[n:7]1)[C:27]([NH:26][S:23]([c:18]1[c:17]([C:15]([O:14][CH2:13][CH2:12][Cl:11])=[O:16])[cH:22][cH:21][cH:20][cH:19]1)(=[O:24])=[O:25])=[O:28]. Starting materials: CC(C)N1C(=O)CC(C)(C)c2ccccc21, O=[N+]([O-])O, O=S(=O)(O)O. The product is CC(C)N1C(=O)CC(C)(C)c2cc([N+](=O)[O-])ccc21. As a reaction SMILES: [CH:1]([CH3:2])([CH3:3])[N:4]1[C:5](=[O:16])[CH2:6][C:7]([CH3:14])([CH3:15])[c:8]2[cH:9][cH:10][cH:11][cH:12][c:13]21.[OH:22][N+:23]([O-:24])=[O:25].[S:17](=[O:18])(=[O:19])([OH:20])[OH:21]>>[CH:1]([CH3:2])([CH3:3])[N:4]1[C:5](=[O:16])[CH2:6][C:7]([CH3:14])([CH3:15])[c:8]2[cH:9][c:10]([N+:23](=[O:22])[O-:24])[cH:11][cH:12][c:13]21. The reactants are COC(N)=O, CC(=O)O, Cc1ccccc1, O=C(O)C(=O)CC[PH](=O)CO, O, Cc1ccc(S(=O)(=O)O)cc1. The product is COC(=O)NC(=CC[PH](=O)CO)C(=O)O. RXN SMILES: [C:1]([NH2:2])([O:3][CH3:4])=[O:5].[CH3:29][C:30](=[O:31])[OH:32].[CH3:33][c:34]1[cH:35][cH:36][cH:37][cH:38][cH:39]1.[O:18]=[C:19]([C:20](=[O:21])[OH:22])[CH2:23][CH2:24][PH:25](=[O:26])[CH2:27][OH:28].[OH2:6].[c:7]1([CH3:8])[cH:9][cH:10][c:11]([S:12]([OH:13])(=[O:14])=[O:15])[cH:16][cH:17]1>>[C:1]([NH:2][C:19]([C:20](=[O:21])[OH:22])=[CH:23][CH2:24][PH:25](=[O:26])[CH2:27][OH:28])([O:3][CH3:4])=[O:5]. Starting materials: C(C1=CC=CC=C1)OC1=CC(N(C=C1)C=1C=CC=2C3=C(N(C2C1)C)CCNC3)=O (4-(Benzyloxy)-1-(5-methyl-2,3,4,5-tetrahydro-1H-pyrido[4,3-b]indol-7-yl)pyridin-2(1H)-one), Cl.ClCCN1CCCC1 (1-(2-chloroethyl)pyrrolidine hydrochloride), C(C)N(C(C)C)C(C)C ((i-Pr)2EtN). Solvent: C(C)O (ethanol). Run at temperature 60 celsius. The product is Cl.Cl.C(C1=CC=CC=C1)OC1=CC(N(C=C1)C=1C=CC=2C3=C(N(C2C1)C)CCN(C3)CCN3CCCC3)=O (4-(Benzyloxy)-1-(5-methyl-2-(2-(pyrrolidin-1-yl)ethyl)-2,3,4,5-tetrahydro-1H-pyrido[4,3-b]indol-7-yl)pyridin-2(1H)-one dihydrochloride). Reaction SMILES: [CH2:1]([O:8][C:9]1[CH:14]=[CH:13][N:12]([C:15]2[CH:16]=[CH:17][C:18]3[C:19]4[CH2:28][NH:27][CH2:26][CH2:25][C:20]=4[N:21]([CH3:24])[C:22]=3[CH:23]=2)[C:11](=[O:29])[CH:10]=1)[C:2]1[CH:7]=[CH:6][CH:5]=[CH:4][CH:3]=1.[ClH:30].[Cl:31][CH2:32][CH2:33][N:34]1[CH2:38][CH2:37][CH2:36][CH2:35]1.C(N(C(C)C)C(C)C)C>C(O)C>[ClH:31].[ClH:30].[CH2:1]([O:8][C:9]1[CH:14]=[CH:13][N:12]([C:15]2[CH:16]=[CH:17][C:18]3[C:19]4[CH2:28][N:27]([CH2:32][CH2:33][N:34]5[CH2:38][CH2:37][CH2:36][CH2:35]5)[CH2:26][CH2:25][C:20]=4[N:21]([CH3:24])[C:22]=3[CH:23]=2)[C:11](=[O:29])[CH:10]=1)[C:2]1[CH:3]=[CH:4][CH:5]=[CH:6][CH:7]=1 |f:1.2,5.6.7|. Reported procedure: 4-(Benzyloxy)-1-(5-methyl-2,3,4,5-tetrahydro-1H-pyrido[4,3-b]indol-7-yl)pyridin-2(1H)-one (180 mg, 0.46 mmol), 1-(2-chloroethyl)pyrrolidine hydrochloride (95 mg, 0.56 mmol), (i-Pr)2EtN (0.25 mL, 1.4 mmol) were combined in ethanol (2 mL) and heated at 60° C. for 2 h. Purification by preparative HPLC and conversion to the dihydrochloride salt using the procedure of Example 30 (step g) provided the title compound as a white solid: mp 285-289° C.; 1H NMR (300 MHz, D2O) δ 7.50 (d, J=8.3 Hz, 1H), 7.46... The reactants are CCc1ccccc1N(C)CCC(O)c1cc(Br)ccc1-c1ccccc1, O=S(=O)(O)O. Yields the product CCc1ccccc1N(C)CC=Cc1cc(Br)ccc1-c1ccccc1. Reaction SMILES: [CH3:1][N:2]([c:3]1[c:4]([CH2:5][CH3:6])[cH:7][cH:8][cH:9][cH:10]1)[CH2:11][CH2:12][CH:13]([c:14]1[c:15](-[c:21]2[cH:22][cH:23][cH:24][cH:25][cH:26]2)[cH:16][cH:17][c:18]([Br:20])[cH:19]1)[OH:27].[S:28](=[O:29])(=[O:30])([OH:31])[OH:32]>>[CH3:1][N:2]([c:3]1[c:4]([CH2:5][CH3:6])[cH:7][cH:8][cH:9][cH:10]1)[CH2:11][CH:12]=[CH:13][c:14]1[c:15](-[c:21]2[cH:22][cH:23][cH:24][cH:25][cH:26]2)[cH:16][cH:17][c:18]([Br:20])[cH:19]1. Starting materials: COCC(=O)C1C(CCC(C1)C)=O (2-methoxyacetyl-4-methylcyclohexanone), C(#N)CC(=O)N (cyanoacetamide), N1CCCCC1 (piperidine). The solvent is C(C)O (ethanol). Product: C(#N)C=1C(NC(=C2CC(CCC12)C)COC)=O (4-cyano-2,3,5,6,7,8-hexahydro-1-methoxymethyl7-methyl-3-oxoisoquinoline). RXN SMILES: [CH3:1][O:2][CH2:3][C:4]([CH:6]1[CH2:11][CH:10]([CH3:12])[CH2:9][CH2:8][C:7]1=O)=O.[C:14]([CH2:16][C:17]([NH2:19])=[O:18])#[N:15].N1CCCCC1>C(O)C>[C:14]([C:16]1[C:17](=[O:18])[NH:19][C:4]([CH2:3][O:2][CH3:1])=[C:6]2[C:7]=1[CH2:8][CH2:9][CH:10]([CH3:12])[CH2:11]2)#[N:15]. Procedure details: Crude 2-methoxyacetyl-4-methylcyclohexanone, 3.7 g, 1.68 g of cyanoacetamide and 1 ml of piperidine were mixed with 50 ml of ethanol followed by heating to reflux for 4 hours. The precipitated crystals were taken out by filtration and purified to give 1.5 g of 4-cyano-2,3,5,6,7,8-hexahydro-1-methoxymethyl7-methyl-3-oxoisoquinoline.